Dataset: the Open Reaction Database (ORD), a public repository of structured organic reaction records. Task: describe an organic reaction: reactants, conditions, products, and yield Starting materials: CN1C(N(CC1)C1=CC(=CC=C1)N1N=C(N=N1)C1=NC=CC=C1)=O (1-methyl-3-[3-(5-pyridin-2-yl-2H-tetrazol-2-yl)phenyl]imidazolidin-2-one), IC=1C=C(N)C=CC1 (3-iodoaniline), N1=C(C=CC=C1)C=O (pyridine-2-carboxaldehyde). The product is IC=1C=C(C=CC1)N1N=C(N=N1)C1=NC=CC=C1 (2-[2-(3-iodophenyl)-2H-tetrazol-5-yl]pyridine). As a reaction SMILES: CN1CCN([C:7]2[CH:12]=[CH:11][CH:10]=[C:9]([N:13]3[N:17]=[N:16][C:15]([C:18]4[CH:23]=[CH:22][CH:21]=[CH:20][N:19]=4)=[N:14]3)[CH:8]=2)C1=O.[I:25]C1C=C(C=CC=1)N.N1C=CC=CC=1C=O>>[I:25][C:7]1[CH:8]=[C:9]([N:13]2[N:17]=[N:16][C:15]([C:18]3[CH:23]=[CH:22][CH:21]=[CH:20][N:19]=3)=[N:14]2)[CH:10]=[CH:11][CH:12]=1. Reported procedure: Following the procedure described in EXAMPLE 1 for the synthesis of 1-methyl-3-[3-(5-pyridin-2-yl-2H-tetrazol-2-yl)phenyl]imidazolidin-2-one, but using 3-iodoaniline (11 g, 50 mmol) and pyridine-2-carboxaldehyde (4.7 mL, 50 mmol), 2-[2-(3-iodophenyl)-2H-tetrazol-5-yl]pyridine was obtained as a biege solid. 1H-NMR (CDCl3, 300 MH) δ NMR 8.92 (d, 1H), 8.69 (m, 1H), 8.44 (d, 1H), 8.30 (d, 1H), 8.03-8.06 (m, 1H), 7.87-7.88 (m, 1H), 7.56-7.59 (m, 1H), 7.32-7.35 (m, 1H).